Dataset: the Open Reaction Database (ORD), a public repository of structured organic reaction records. Task: describe an organic reaction: reactants, conditions, products, and yield Reactants: COCc1onc(-c2ccccc2)c1C(=O)O, O=S(Cl)Cl. Yields the product COCc1onc(-c2ccccc2)c1C(=O)O, [Cl-]. Reaction SMILES: [CH3:1][O:2][CH2:3][c:4]1[c:5]([C:15](=[O:16])[OH:17])[c:6](-[c:9]2[cH:10][cH:11][cH:12][cH:13][cH:14]2)[n:7][o:8]1.[S:18]([Cl:19])([Cl:20])=[O:21]>>[CH3:1][O:2][CH2:3][c:4]1[c:5]([C:15](=[O:16])[OH:17])[c:6](-[c:9]2[cH:10][cH:11][cH:12][cH:13][cH:14]2)[n:7][o:8]1.[Cl-:20]. The reactants are OC1=C(C(=O)O)C=CC=C1OC (2-hydroxy-3-methoxy-benzoic acid), ClN1C(CCC1=O)=O (N-chlorosuccinimide). The solvent is C(C)(=O)O (acetic acid). The product is ClC=1C=C(C(=C(C(=O)O)C1)O)OC (5-chloro-2-hydroxy-3-methoxy benzoic acid). As a reaction SMILES: [OH:1][C:2]1[C:10]([O:11][CH3:12])=[CH:9][CH:8]=[CH:7][C:3]=1[C:4]([OH:6])=[O:5].[Cl:13]N1C(=O)CCC1=O>C(O)(=O)C>[Cl:13][C:8]1[CH:9]=[C:10]([O:11][CH3:12])[C:2]([OH:1])=[C:3]([CH:7]=1)[C:4]([OH:6])=[O:5]. Procedure: step a) 2-hydroxy-3-methoxy-benzoic acid (13) is chlorinated for example with N-chlorosuccinimide in acetic acid to yield 5-chloro-2-hydroxy-3-methoxy benzoic acid (14); step b) the methoxy group of compound (14) is reacted with hydrobromic acid in acetic acid to yield 5-chloro-2,3-dihydroxybenzoic acid (15); Starting materials: BrC1=CC(=C(C(=N1)[C@](C#N)(C)O[Si](C)(C)C)F)[Si](CC)(CC)CC ((S)-2-(6-bromo-3-fluoro-4-triethylsilanyl-pyridin-2-yl)-2-trimethylsilanyloxy-propionitrile), Cl (HCl). Run in C1CCOC1 (THF). The product is Cl.NC[C@@](C)(O)C1=NC(=CC(=C1F)[Si](CC)(CC)CC)Br ((R)-1-Amino-2-(6-bromo-3-fluoro-4-triethylsilanyl-pyridin-2-yl)-propan-2-ol hydrochloride). Isolated yield 102.1%. As a reaction SMILES: [Br:1][C:2]1[N:7]=[C:6]([C@@:8]([O:12][Si](C)(C)C)([CH3:11])[C:9]#[N:10])[C:5]([F:17])=[C:4]([Si:18]([CH2:23][CH3:24])([CH2:21][CH3:22])[CH2:19][CH3:20])[CH:3]=1.[ClH:25]>C1COCC1>[ClH:25].[NH2:10][CH2:9][C@:8]([C:6]1[C:5]([F:17])=[C:4]([Si:18]([CH2:21][CH3:22])([CH2:23][CH3:24])[CH2:19][CH3:20])[CH:3]=[C:2]([Br:1])[N:7]=1)([OH:12])[CH3:11] |f:3.4|. Procedure: Borane dimethyl sulfide complex (16.55 g, 218 mmol) was added to a solution of crude (S)-2-(6-bromo-3-fluoro-4-triethylsilanyl-pyridin-2-yl)-2-trimethylsilanyloxy-propionitrile (47 g, 109 mmol) in 470 ml THF. The mixture was refluxed for 2 h. The heating bath was removed and the reaction mixture was quenched by careful and dropwise addition of MeOH. After the evolution of gas had ceased, aq. 6M HCl (23.6 ml, 142 mmol) was added slowly. The resulting solution was evaporated and the residue was di... The reactants are O (Water), [C-]#N.[Na+] (sodium cyanide), BrCC1=C(C(=O)OC)C=CC(=C1)[N+](=O)[O-] (methyl 2-(bromomethyl)-4-nitrobenzoate), FC(C(=O)O)(F)F (trifluoroacetic acid). Solvent: CS(=O)C (DMSO). Conditions: time 1 hour. The product is C(#N)CC1=C(C(=O)OC)C=CC(=C1)[N+](=O)[O-] (methyl 2-(cyanomethyl)-4-nitrobenzoate). Yield: 26.6%. Reaction SMILES: [C-:1]#[N:2].[Na+].FC(F)(F)C(O)=O.Br[CH2:12][C:13]1[CH:22]=[C:21]([N+:23]([O-:25])=[O:24])[CH:20]=[CH:19][C:14]=1[C:15]([O:17][CH3:18])=[O:16].O>CS(C)=O>[C:1]([CH2:12][C:13]1[CH:22]=[C:21]([N+:23]([O-:25])=[O:24])[CH:20]=[CH:19][C:14]=1[C:15]([O:17][CH3:18])=[O:16])#[N:2] |f:0.1|. Procedure details: To a suspension of sodium cyanide (6.3 g) in DMSO (200 ml) was added trifluoroacetic acid (6.6 ml) under water-cooling, methyl 2-(bromomethyl)-4-nitrobenzoate (J. Med. Chem., 42, 3510-3519 (1999)) (11.8 g) synthesized separately was added, and the mixture was stirred for 1 hr. Water was added to the reaction mixture, and the mixture was extracted with ethyl acetate. The organic layer was dried over anhydrous sodium sulfate. The solvent was evaporated under reduced pressure, and the residue was p...